This data is from the Open Reaction Database (ORD), a public repository of structured organic reaction records. The task is: describe an organic reaction: reactants, conditions, products, and yield Reaction SMILES: [CH2:36]([c:37]1[cH:38][cH:39][cH:40][cH:41][cH:42]1)[SH:43].[CH2:45]1[O:46][CH2:47][CH2:48][CH2:49]1.[Cl:1][c:2]1[cH:3][c:4](-[n:8]2[n:9][cH:10][c:11](-[c:26]3[cH:27][cH:28][c:29]([S:32](=[O:33])(=[O:34])[CH3:35])[cH:30][cH:31]3)[c:12]([O:15][S:16]([c:17]3[cH:18][cH:19][c:20]([CH3:21])[cH:22][cH:23]3)(=[O:24])=[O:25])[c:13]2=[O:14])[cH:5][cH:6][cH:7]1.[OH2:44]>>[Cl:1][c:2]1[cH:3][c:4](-[n:8]2[n:9][cH:10][c:11](-[c:26]3[cH:27][cH:28][c:29]([S:32](=[O:33])(=[O:34])[CH3:35])[cH:30][cH:31]3)[c:12]([S:43][CH2:36][c:37]3[cH:38][cH:39][cH:40][cH:41][cH:42]3)[c:13]2=[O:14])[cH:5][cH:6][cH:7]1. The reactants are SCc1ccccc1, C1CCOC1, Cc1ccc(S(=O)(=O)Oc2c(-c3ccc(S(C)(=O)=O)cc3)cnn(-c3cccc(Cl)c3)c2=O)cc1, O. The product is CS(=O)(=O)c1ccc(-c2cnn(-c3cccc(Cl)c3)c(=O)c2SCc2ccccc2)cc1. Reactants: CC=1C=CN2N=C(N(C(C21)=O)C2=CC=CC=C2)[C@H](C)NC=2C1=C(N=CN2)N(C=C1C1=CC(=CC=C1)S(=O)(=O)N1CCOCC1)COCC[Si](C)(C)C ((S)-5-Methyl-2-(1-((5-(3-(morpholinosulfonyl)phenyl)-7-((2-(trimethylsilyl)ethoxy)methyl)-7H-pyrrolo[2,3-d]pyrimidin-4-yl)amino)ethyl)-3-phenylpyrrolo[2,1-f][1,2,4]triazin-4(3H)-one), FC(C(=O)O)(F)F (trifluoroacetic acid), N (ammonia). Product: CC=1C=CN2N=C(N(C(C21)=O)C2=CC=CC=C2)[C@H](C)NC=2C1=C(N=CN2)NC=C1C1=CC(=CC=C1)S(=O)(=O)N1CCOCC1 ((S)-5-Methyl-2-(1-((5-(3-(morpholinosulfonyl)phenyl)-7H-pyrrolo[2,3-d]pyrimidin-4-yl)amino)ethyl)-3-phenylpyrrolo[2,1-f][1,2,4]triazin-4(3H)-one). Yield: 25.9%. Reaction SMILES: [CH3:1][C:2]1[CH:3]=[CH:4][N:5]2[C:10]=1[C:9](=[O:11])[N:8]([C:12]1[CH:17]=[CH:16][CH:15]=[CH:14][CH:13]=1)[C:7]([C@@H:18]([NH:20][C:21]1[C:22]3[C:29]([C:30]4[CH:35]=[CH:34][CH:33]=[C:32]([S:36]([N:39]5[CH2:44][CH2:43][O:42][CH2:41][CH2:40]5)(=[O:38])=[O:37])[CH:31]=4)=[CH:28][N:27](COCC[Si](C)(C)C)[C:23]=3[N:24]=[CH:25][N:26]=1)[CH3:19])=[N:6]2.FC(F)(F)C(O)=O.N>>[CH3:1][C:2]1[CH:3]=[CH:4][N:5]2[C:10]=1[C:9](=[O:11])[N:8]([C:12]1[CH:13]=[CH:14][CH:15]=[CH:16][CH:17]=1)[C:7]([C@@H:18]([NH:20][C:21]1[C:22]3[C:29]([C:30]4[CH:35]=[CH:34][CH:33]=[C:32]([S:36]([N:39]5[CH2:40][CH2:41][O:42][CH2:43][CH2:44]5)(=[O:37])=[O:38])[CH:31]=4)=[CH:28][NH:27][C:23]=3[N:24]=[CH:25][N:26]=1)[CH3:19])=[N:6]2. Procedure: (S)-5-Methyl-2-(1-((5-(3-(morpholinosulfonyl)phenyl)-7-((2-(trimethylsilyl)ethoxy)methyl)-7H-pyrrolo[2,3-d]pyrimidin-4-yl)amino)ethyl)-3-phenylpyrrolo[2,1-f][1,2,4]triazin-4(3H)-one (90 mg, 0.12 mmol) was treated with trifluoroacetic acid (2 ml, 25 mmol) and a solution of ammonia (7N in methanol, 2 ml, 91 mmol) according to the method described in Example 27. The residue was purified by reverse phase using SP1® Purification System to obtain 19 mg (25% yield) of the title compound. Purity 98%. The reactants are C(C)(C)C1=CC=C(C=C1)C=CC(=O)N[C@@H](CC1=CNC2=CC=CC=C12)C(=O)OC (Methyl N-[3-(4-i-Propylphenyl)acryloyl]-L-Tryptophanate), [OH-].[Na+] (sodium hydroxide). Solvent: CO (methanol). The product is C(C)(C)C1=CC=C(C=C1)C=CC(=O)N[C@@H](CC1=CNC2=CC=CC=C12)C(=O)O (N-[3-(4-i-Propylphenyl)acryloyl]-L-Tryptophan). Yield: 87.6%. As a reaction SMILES: [CH:1]([C:4]1[CH:9]=[CH:8][C:7]([CH:10]=[CH:11][C:12]([NH:14][C@H:15]([C:26]([O:28]C)=[O:27])[CH2:16][C:17]2[C:25]3[C:20](=[CH:21][CH:22]=[CH:23][CH:24]=3)[NH:19][CH:18]=2)=[O:13])=[CH:6][CH:5]=1)([CH3:3])[CH3:2].[OH-].[Na+]>CO>[CH:1]([C:4]1[CH:9]=[CH:8][C:7]([CH:10]=[CH:11][C:12]([NH:14][C@H:15]([C:26]([OH:28])=[O:27])[CH2:16][C:17]2[C:25]3[C:20](=[CH:21][CH:22]=[CH:23][CH:24]=3)[NH:19][CH:18]=2)=[O:13])=[CH:6][CH:5]=1)([CH3:3])[CH3:2] |f:1.2|. Procedure: The same procedures as in Example 149 were carried out from the compound obtained in Example 160 (4.5 g), 1 mol/L of an aqueous sodium hydroxide solution (17 mL), and methanol (170 mL), to give the captioned compound (3.8 g, 87%) as crystals. Reactants: OCC(O)C(O)C(O)C(O)CO, CC(C)(O)c1ccccc1CCC(SCC1(CC(=O)O)CC1)c1cccc(C=Cc2ccc3ccc(Cl)cc3n2)c1, [Na]. The product is CC(C)(O)c1ccccc1CCC(SCC1(CC(=O)O)CC1)c1cccc(C=Cc2ccc3ccc(Cl)cc3n2)c1. As a reaction SMILES: [CH2:43]([OH:44])[CH:45]([CH:46]([CH:47]([CH:48]([CH2:49][OH:50])[OH:51])[OH:52])[OH:53])[OH:54].[CH3:2][C:3]([CH3:4])([OH:5])[c:6]1[cH:7][cH:8][cH:9][cH:10][c:11]1[CH2:12][CH2:13][CH:14]([S:15][CH2:16][C:17]1([CH2:20][C:21]([OH:22])=[O:23])[CH2:18][CH2:19]1)[c:24]1[cH:25][cH:26][cH:27][c:28]([CH:29]=[CH:30][c:31]2[cH:32][cH:33][c:34]3[cH:35][cH:36][c:37]([Cl:38])[cH:39][c:40]3[n:41]2)[cH:42]1.[Na:1]>>[CH3:2][C:3]([CH3:4])([OH:5])[c:6]1[cH:7][cH:8][cH:9][cH:10][c:11]1[CH2:12][CH2:13][CH:14]([S:15][CH2:16][C:17]1([CH2:20][C:21](=[O:22])[OH:23])[CH2:18][CH2:19]1)[c:24]1[cH:25][cH:26][cH:27][c:28]([CH:29]=[CH:30][c:31]2[cH:32][cH:33][c:34]3[cH:35][cH:36][c:37]([Cl:38])[cH:39][c:40]3[n:41]2)[cH:42]1. The reactants are ClC=1C=C(NC(C)=O)C=CC1F (3'-chloro-4'-fluoroacetanilide), [H-].[Al+3].[Li+].[H-].[H-].[H-] (lithium aluminium hydride), [C@@H]([C@H](C(=O)[O-])O)(C(=O)[O-])O.[Na+].[K+] (Rochelle salt). The solvent is C1CCOC1 (THF), CCOCC (ether). Conditions: time 2 hour. The product is ClC=1C=C(NCC)C=CC1F (3-chloro-N-ethyl-4-fluoroaniline). Yield: 97.5%. RXN SMILES: [H-].[Al+3].[Li+].[H-].[H-].[H-].[Cl:7][C:8]1[CH:9]=[C:10]([CH:15]=[CH:16][C:17]=1[F:18])[NH:11][C:12](=O)[CH3:13].[C@H](O)(C([O-])=O)[C@@H](O)C([O-])=O.[Na+].[K+]>CCOCC.C1COCC1>[Cl:7][C:8]1[CH:9]=[C:10]([CH:15]=[CH:16][C:17]=1[F:18])[NH:11][CH2:12][CH3:13] |f:0.1.2.3.4.5,7.8.9|. Reported procedure: A suspension of lithium aluminium hydride (44.1 g, 1.16 mmol) in absolute ether (700 ml) is treated dropwise with a solution of 3'-chloro-4'-fluoroacetanilide (BE Patent No. 891537; 109 g, 0.576 mol) in absolute THF (350 ml). The suspension obtained is stirred for 2 hours, then cooled to 0° and treated with a Rochelle salt solution (350 ml). The crystals obtained are filtered off and washed with ether. The organic solution is dried over magnesium sulphate and the solvent is distilled off under r... The reactants are NC1=NC=C(C=C1)Br (2-amino-5-bromopyridine), [N+](=O)(O)[O-] (nitric acid), [OH-].[Na+] (sodium hydroxide), ice water. Solvent: S(O)(O)(=O)=O (sulfuric acid). Run at temperature 60 celsius, time 30 minute. Product: NC1=NC=C(C=C1[N+](=O)[O-])Br (2-Amino-5-bromo-3-nitropyridine). As a reaction SMILES: [NH2:1][C:2]1[CH:7]=[CH:6][C:5]([Br:8])=[CH:4][N:3]=1.[N+:9]([O-])([OH:11])=[O:10].[OH-].[Na+]>S(=O)(=O)(O)O>[NH2:1][C:2]1[C:7]([N+:9]([O-:11])=[O:10])=[CH:6][C:5]([Br:8])=[CH:4][N:3]=1 |f:2.3|. Procedure: 100 ml of concentrated sulfuric acid were added to 25.0 g of 2-amino-5-bromopyridine, and 8.9 ml of concentrated nitric acid were then added dropwise to the mixture at a temperature of 50° to 60° C. over a period of 1 hour. The mixture was then stirred at 60° C. for 30 minutes. At the end of this time, the reaction mixture was poured into ice-water and neutralized by the addition of an aqueous solution of sodium hydroxide. The crystals which precipitated were collected by filtration and washed w...